This data is from the Open Reaction Database (ORD), a public repository of structured organic reaction records. The task is: describe an organic reaction: reactants, conditions, products, and yield Reactants: C(C)(=O)OC1=C(C(=O)OCC2OC(OC2)(C)C)C=CC=C1 (2,2-dimethyl-[1,3]dioxolan-4-yl-methyl 2-acetoxybenzoate), FC(C(=O)O)(F)F (trifluoroacetic acid). Run in ClCCl (dichloromethane). Conditions: time 3 hour. Product: C(C)(=O)OC1=C(C(=O)OCC(CO)O)C=CC=C1 (2,3-Dihydroxy-propyl 2-acetoxybenzoate). As a reaction SMILES: [C:1]([O:4][C:5]1[CH:21]=[CH:20][CH:19]=[CH:18][C:6]=1[C:7]([O:9][CH2:10][CH:11]1[CH2:15][O:14]C(C)(C)[O:12]1)=[O:8])(=[O:3])[CH3:2].FC(F)(F)C(O)=O>ClCCl>[C:1]([O:4][C:5]1[CH:21]=[CH:20][CH:19]=[CH:18][C:6]=1[C:7]([O:9][CH2:10][CH:11]([OH:12])[CH2:15][OH:14])=[O:8])(=[O:3])[CH3:2]. Procedure details: The solution from 2,2-dimethyl-[1,3]dioxolan-4-yl-methyl 2-acetoxybenzoate (5.7 g, 19.4 mmol) in dichloromethane (50 ml) is treated with trifluoroacetic acid (10 ml). After 3 h, the mixture is concentrated in vacuo, the residue is taken up in toluene (30 ml) and the solution is concentrated. The residue is purified by flash chromatography (gradient hexane/ethyl acetate=3/1→2/1 →1/1). Yield: 2.96 g. Reactants: FC(F)(F)[Si](C)(C)C ((trifluoromethyl)-trimethylsilane), [Si](C)(C)(C(C)(C)C)O[C@@H]1[C@]2(C)[C@@H](CC1)[C@@]1(CCC=3C=C(C=CC3[C@H]1[C@H](C2)CCCCCC(C(F)(F)F)=O)OC)C=C (7-[17β-(tert-Butyldimethylsilyloxy)-3-methoxy-8-vinylestra-1,3,5(10)-trien-11β-yl]-1,1,1-trifluoroheptan-2-one). The product is C(C)(C)(C)[C@@H]1[C@]2(CO[SiH](C)C)[C@@H](CC1)[C@@]1(CCC=3C=C(C=CC3[C@H]1[C@H](C2)CCCCCC(C(F)(F)F)(O[Si](C)(C)C)C(F)(F)F)OC)C=C (17β-tert.-Butyldimethylsilyloxy-3-methoxy-11β-[7,7,7-trifluoro-6-trifluoromethyl-6-(trimethylsilyoxy)heptyl]-8-vinyl-estra-1,3,5(10)-triene). Reaction SMILES: FC([Si:5]([CH3:8])([CH3:7])[CH3:6])(F)F.[Si:9]([O:16][C@H:17]1[CH2:22][CH2:21][C@H:20]2[C@@:23]3([CH:48]=[CH2:49])[C@H:32]([C@@H:33]([CH2:35][CH2:36][CH2:37][CH2:38][CH2:39][C:40](=[O:45])[C:41]([F:44])([F:43])[F:42])[CH2:34][C@:18]12[CH3:19])[C:31]1[CH:30]=[CH:29][C:28]([O:46][CH3:47])=[CH:27][C:26]=1[CH2:25][CH2:24]3)(C(C)(C)C)([CH3:11])[CH3:10]>>[C:18]([C@H:19]1[CH2:22][CH2:21][C@H:20]2[C@@:23]3([CH:48]=[CH2:49])[C@H:32]([C@@H:33]([CH2:35][CH2:36][CH2:37][CH2:38][CH2:39][C:40]([C:41]([F:44])([F:43])[F:42])([O:45][Si:5]([CH3:6])([CH3:7])[CH3:8])[C:41]([F:42])([F:44])[F:43])[CH2:34][C@:18]12[CH2:17][O:16][SiH:9]([CH3:10])[CH3:11])[C:31]1[CH:30]=[CH:29][C:28]([O:46][CH3:47])=[CH:27][C:26]=1[CH2:25][CH2:24]3)([CH3:20])([CH3:19])[CH3:17]. Procedure: In the reaction with (trifluoromethyl)-trimethylsilane analogously to instructions 1.1, 131 mg of alcohol 16b yields 162 mg of trimethylsilyl ether 17b as a yellow, viscous mass (GC-MS: m/z theor.: 734, pract.: 734). The latter is, without performing the reaction with tetrabutylammonium fluoride-trihydrate, used in the next stage. Reactants: C(C)P(=O)(ON=C(C(=O)OCC)C)C1=C(C=CC(=C1)OC1=C(C=C(C=C1)C(F)(F)F)Cl)NO (ethyl 2-[P-ethyl-2-hydroxyamino-5-(2-chloro-4-trifluoromethylphenoxy)phenylphosphinyloxyimino]propionate), ferric chloride. Run in C(C)O (ethanol). Reaction conditions: time 10 minute. Product: C(C)P(=O)(ON=C(C(=O)OCC)C)C1=C(C=CC(=C1)OC1=C(C=C(C=C1)C(F)(F)F)Cl)N=O (ethyl 2-[P-ethyl-2-nitroso-5-(2-chloro-4-trifluoromethylphenoxy)phenylphosphinyloxyimino]propionate). As a reaction SMILES: [CH2:1]([P:3]([C:14]1[CH:19]=[C:18]([O:20][C:21]2[CH:26]=[CH:25][C:24]([C:27]([F:30])([F:29])[F:28])=[CH:23][C:22]=2[Cl:31])[CH:17]=[CH:16][C:15]=1[NH:32][OH:33])([O:5][N:6]=[C:7]([CH3:13])[C:8]([O:10][CH2:11][CH3:12])=[O:9])=[O:4])[CH3:2]>C(O)C>[CH2:1]([P:3]([C:14]1[CH:19]=[C:18]([O:20][C:21]2[CH:26]=[CH:25][C:24]([C:27]([F:29])([F:30])[F:28])=[CH:23][C:22]=2[Cl:31])[CH:17]=[CH:16][C:15]=1[N:32]=[O:33])([O:5][N:6]=[C:7]([CH3:13])[C:8]([O:10][CH2:11][CH3:12])=[O:9])=[O:4])[CH3:2]. Procedure details: A mixture of ethyl 2-[P-ethyl-2-hydroxyamino-5-(2-chloro-4-trifluoromethylphenoxy)phenylphosphinyloxyimino]propionate (400 mmol) and ferric chloride (600 mmol) in aqueous ethanol (1:3 water:ethanol; 10 ml) is stirred at RT for 10 min. The reaction is filtered and the filtrate is diluted with methylene chloride, washed, dried and evaporated to dryness to give ethyl 2-[P-ethyl-2-nitroso-5-(2-chloro-4-trifluoromethylphenoxy)phenylphosphinyloxyimino]propionate. Starting materials: COC=1C=CC=C2CCC(C12)NC=1OCC2=C(N1)C=CC(=C2)N (rac-N2-(7-Methoxy-indan-1-yl)-4H-benzo[d][1,3]oxazine-2,6-diamine), C1(CC1)C(=O)Cl (cyclopropancarbonyl chloride). Product: COC=1C=CC=C2CCC(C12)NC=1OCC2=C(N1)C=CC(=C2)NC(=O)C2CC2 (rac-Cyclopropanecarboxylic acid [2-(7-methoxy-indan-1-ylamino)-4H-benzo[d][1,3]oxazin-6-yl]-amide). Isolated yield 73.8%. Reaction SMILES: [CH3:1][O:2][C:3]1[CH:4]=[CH:5][CH:6]=[C:7]2[C:11]=1[CH:10]([NH:12][C:13]1[O:14][CH2:15][C:16]3[CH:22]=[C:21]([NH2:23])[CH:20]=[CH:19][C:17]=3[N:18]=1)[CH2:9][CH2:8]2.[CH:24]1([C:27](Cl)=[O:28])[CH2:26][CH2:25]1>>[CH3:1][O:2][C:3]1[CH:4]=[CH:5][CH:6]=[C:7]2[C:11]=1[CH:10]([NH:12][C:13]1[O:14][CH2:15][C:16]3[CH:22]=[C:21]([NH:23][C:27]([CH:24]4[CH2:26][CH2:25]4)=[O:28])[CH:20]=[CH:19][C:17]=3[N:18]=1)[CH2:9][CH2:8]2. Reported procedure: Prepared from rac-N2-(7-methoxy-indan-1-yl)-4H-benzo[d][1,3]oxazine-2,6-diamine (Example 10) (100 mg, 0.323 mmol) and cyclopropancarbonyl chloride (32 ul, 0.356 mmol) according to the procedure described for Example 17. Obtained the title compound as a white solid (90 mg, 74%), MS (ISP) m/e=378.3 [(M+H)+]. Reactants: ClC1=NN(C=CC1C=1C(=NN2C1C=CC=C2)C2=CC=CC=C2)C(=O)OCC (3-(3-chloro-1-ethoxycarbonyl-1,4-dihydropyridazin-4-yl)-2-phenylpyrazolo[1,5-a]pyridine). The reagents and catalysts are [O-2].[Mn+4].[O-2] (manganese (IV) oxide). The solvent is C(Cl)(Cl)Cl (chloroform). The product is ClC=1N=NC=CC1C=1C(=NN2C1C=CC=C2)C2=CC=CC=C2 (3-(3-chloropyridazin-4-yl)-2-phenylpyrazolo[1,5-a]pyridine). The yield is 76.9%. Reaction SMILES: [Cl:1][C:2]1[CH:7]([C:8]2[C:9]([C:17]3[CH:22]=[CH:21][CH:20]=[CH:19][CH:18]=3)=[N:10][N:11]3[CH:16]=[CH:15][CH:14]=[CH:13][C:12]=23)[CH:6]=[CH:5][N:4](C(OCC)=O)[N:3]=1>[O-2].[Mn+4].[O-2].C(Cl)(Cl)Cl>[Cl:1][C:2]1[N:3]=[N:4][CH:5]=[CH:6][C:7]=1[C:8]1[C:9]([C:17]2[CH:18]=[CH:19][CH:20]=[CH:21][CH:22]=2)=[N:10][N:11]2[CH:16]=[CH:15][CH:14]=[CH:13][C:12]=12 |f:1.2.3|. Reported procedure: A mixture of 3-(3-chloro-1-ethoxycarbonyl-1,4-dihydropyridazin-4-yl)-2-phenylpyrazolo[1,5-a]pyridine (1.26 g), manganese (IV) oxide (12.6 g) and chloroform (12.6 ml) was refluxed for 10 hours. After filtration, organic layer was dried over magnesium sulfate. The solvent was removed and chromatographed on silica gel (12.6 g) with a mixture of hexane and ethyl acetate as an eluent. The fractions containing the objective compound were combined and evaporated in vacuo and recrystallized from a mixtu... Reactants: COC(=O)Oc1ccc2cnn(-c3ncc(C(F)(F)F)cc3Cl)c2c1, O, O=[N+]([O-])O, O=S(=O)(O)O. Yields the product COC(=O)Oc1cc2c(cnn2-c2ncc(C(F)(F)F)cc2Cl)cc1[N+](=O)[O-]. As a reaction SMILES: [C:1]([O:2][CH3:3])([O:4][c:5]1[cH:6][cH:7][c:8]2[cH:9][n:10][n:11](-[c:14]3[n:15][cH:16][c:17]([C:21]([F:22])([F:23])[F:24])[cH:18][c:19]3[Cl:20])[c:12]2[cH:13]1)=[O:25].[OH2:30].[OH:26][N+:27]([O-:28])=[O:29].[S:31](=[O:32])(=[O:33])([OH:34])[OH:35]>>[C:1]([O:2][CH3:3])([O:4][c:5]1[c:6]([N+:27](=[O:26])[O-:28])[cH:7][c:8]2[cH:9][n:10][n:11](-[c:14]3[n:15][cH:16][c:17]([C:21]([F:22])([F:23])[F:24])[cH:18][c:19]3[Cl:20])[c:12]2[cH:13]1)=[O:25]. The reactants are CC(=O)OC(C)=O, Cc1c(O)cccc1C(=O)O. The product is CC(=O)Oc1cccc(C(=O)O)c1C. Reaction SMILES: [CH3:12][C:13](=[O:14])[O:15][C:16](=[O:17])[CH3:18].[OH:1][c:2]1[c:3]([CH3:11])[c:4]([C:5](=[O:6])[OH:7])[cH:8][cH:9][cH:10]1>>[O:1]([c:2]1[c:3]([CH3:11])[c:4]([C:5](=[O:6])[OH:7])[cH:8][cH:9][cH:10]1)[C:13]([CH3:12])=[O:14].